From a dataset of the Open Reaction Database (ORD), a public repository of structured organic reaction records. describe an organic reaction: reactants, conditions, products, and yield The reactants are COC(=O)c1ccc(-c2csc(C)n2)s1, Cl, [Li+], C1COCCO1, [OH-]. Yields the product Cc1nc(-c2ccc(C(=O)O)s2)cs1. As a reaction SMILES: [CH3:3][c:4]1[s:5][cH:6][c:7](-[c:9]2[cH:10][cH:11][c:12]([C:14](=[O:15])[O:16][CH3:17])[s:13]2)[n:8]1.[ClH:18].[Li+:2].[O:19]1[CH2:20][CH2:21][O:22][CH2:23][CH2:24]1.[OH-:1]>>[CH3:3][c:4]1[s:5][cH:6][c:7](-[c:9]2[cH:10][cH:11][c:12]([C:14](=[O:15])[OH:16])[s:13]2)[n:8]1. Starting materials: NC1=C(C(=NN1C1=C(C=C(C=C1Cl)C(F)(F)F)Cl)SC)C(=O)C1=C(C=CC(=C1)C)C ([5-amino-1-(2,6-dichloro-4-trifluoromethylphenyl)-3-methylsulfanyl-1H-pyrazol-4-yl]-(2,5-dimethylphenyl)methanone), C([O-])(O)=O.[Na+] (sodium bicarbonate), C([O-])(O)=O.[Na+] (sodium bicarbonate), ClC=1C=C(C(=O)OO)C=CC1 (3-chloroperoxybenzoic acid), ClC=1C=C(C(=O)OO)C=CC1 (3-chloroperoxybenzoic acid), O (water). Run in C1CCOC1 (THF), C1CCOC1 (THF). Reaction conditions: temperature 50 celsius, time 2 hour. Product: NC1=C(C(=NN1C1=C(C=C(C=C1Cl)C(F)(F)F)Cl)S(=O)(=O)C)C(=O)C1=C(C=CC(=C1)C)C ([5-Amino-1-(2,6-dichloro-4-trifluoromethylphenyl)-3-methylsulfonyl-1H-pyrazol-4-yl]-(2,5-dimethylphenyl)methanone). The yield is 70.0%. Reaction SMILES: [NH2:1][C:2]1[N:6]([C:7]2[C:12]([Cl:13])=[CH:11][C:10]([C:14]([F:17])([F:16])[F:15])=[CH:9][C:8]=2[Cl:18])[N:5]=[C:4]([S:19][CH3:20])[C:3]=1[C:21]([C:23]1[CH:28]=[C:27]([CH3:29])[CH:26]=[CH:25][C:24]=1[CH3:30])=[O:22].C(=O)(O)[O-:32].[Na+].ClC1C=C(C=CC=1)C(OO)=O.[OH2:47]>C1COCC1>[NH2:1][C:2]1[N:6]([C:7]2[C:12]([Cl:13])=[CH:11][C:10]([C:14]([F:17])([F:15])[F:16])=[CH:9][C:8]=2[Cl:18])[N:5]=[C:4]([S:19]([CH3:20])(=[O:32])=[O:47])[C:3]=1[C:21]([C:23]1[CH:28]=[C:27]([CH3:29])[CH:26]=[CH:25][C:24]=1[CH3:30])=[O:22] |f:1.2|. Reported procedure: To a solution of 200 mg (0.42 mmol) of [5-amino-1-(2,6-dichloro-4-trifluoromethylphenyl)-3-methylsulfanyl-1H-pyrazol-4-yl]-(2,5-dimethylphenyl)methanone in 10 mL of THF was added 0.176 g (2.10 mmol) of anhydrous sodium bicarbonate followed by a solution of 145 mg (0.42 mmol) of 3-chloroperoxybenzoic acid in 8 mL of THF. After two hours at room temperature, 0.5 g of sodium bicarbonate and an additional 290 mg (0.84 mmol) of 3-chloroperoxybenzoic acid was added. The reaction mixture was heated bri... The reactants are C1C=C(C2=CC=CC=C12)CCO (Indene-3-ethanol), CN(CCC(C)=O)C (1-dimethylamino-3-butanone), C1(=CC=C(C=C1)S(=O)(=O)O)C (p-toluenesulfonic acid), B(F)(F)F.CCOCC (Boron trifluoride etherate), alkali-aluminum silicate. The solvent is C1(=CC=CC=C1)C (toluene), O (water), C1(=CC=CC=C1)C (toluene). Reaction conditions: temperature 80 celsius, time 10 minute. Yields the product CN(CCC1(OCCC2=C1CC=1C=CC=CC12)C)C (N,N,1-Trimethyl-1,3,4,9-tetrahydroindeno[2,1-c]pyran-1-ethylamine). Reaction SMILES: [CH3:1][N:2]([CH3:8])[CH2:3][CH2:4][C:5](=O)[CH3:6].C1(C)C=CC(S(O)(=O)=O)=CC=1.[CH2:20]1[C:28]2[C:23](=[CH:24][CH:25]=[CH:26][CH:27]=2)[C:22]([CH2:29][CH2:30][OH:31])=[CH:21]1.B(F)(F)F.CCOCC>C1(C)C=CC=CC=1.O>[CH3:1][N:2]([CH3:8])[CH2:3][CH2:4][C:5]1([CH3:6])[C:21]2[CH2:20][C:28]3[CH:27]=[CH:26][CH:25]=[CH:24][C:23]=3[C:22]=2[CH2:29][CH2:30][O:31]1 |f:3.4|. Procedure details: To a solution of 1-dimethylamino-3-butanone (1.0 g) dissolved in toluene (10 ml), p-toluenesulfonic acid (1.3 g) is added. The suspension is stirred for 10 min. Indene-3-ethanol (1.0 g) in toluene (5 ml) is added to the suspension and the resulting solution stirred for 2 hr. Boron trifluoride etherate (0.25 ml) is added together with ca. 0.5 g of hydrated alkali-aluminum silicate. The mixture is heated at 80° C for 30 min. The mixture is cooled and diluted with water. The organic layer is separa... The reactants are OCCCBr, O=C([O-])[O-], COc1cc2c(Oc3cc(C)c(C)nc3-c3nc(C)c(C)s3)ccnc2cc1O, CN(C)C=O, [K+], [K+]. RXN SMILES: [Br:36][CH2:37][CH2:38][CH2:39][OH:40].[C:30](=[O:31])([O-:32])[O-:33].[CH3:1][c:2]1[n:3][c:4](-[c:8]2[n:9][c:10]([CH3:29])[c:11]([CH3:28])[cH:12][c:13]2[O:14][c:15]2[cH:16][cH:17][n:18][c:19]3[cH:20][c:21]([OH:27])[c:22]([O:25][CH3:26])[cH:23][c:24]23)[s:5][c:6]1[CH3:7].[CH3:41][N:42]([CH3:43])[CH:44]=[O:45].[K+:34].[K+:35]>>[CH3:1][c:2]1[n:3][c:4](-[c:8]2[n:9][c:10]([CH3:29])[c:11]([CH3:28])[cH:12][c:13]2[O:14][c:15]2[cH:16][cH:17][n:18][c:19]3[cH:20][c:21]([O:27][CH2:37][CH2:38][CH2:39][OH:40])[c:22]([O:25][CH3:26])[cH:23][c:24]23)[s:5][c:6]1[CH3:7]. Product: COc1cc2c(Oc3cc(C)c(C)nc3-c3nc(C)c(C)s3)ccnc2cc1OCCCO.